This data is from the Open Reaction Database (ORD), a public repository of structured organic reaction records. The task is: describe an organic reaction: reactants, conditions, products, and yield Product: C1(CC1)C=1C=CC(=C(N)C1)F (5-cyclopropyl-2-fluoroaniline). Procedure: Stir the mixture of 5-bromo-2-fluoroaniline (800 mg, 4.26 mmol), cyclopropylboronic acid (434 mg, 5.05 mmol), tetrakis(triphenylphosphine)palladium(0) (242 mg, 0.21 mmol), cesium carbonate (2.7 g, 8.28 mmol) in dioxane (5 mL) and water (0.3 mL) under N2 atmosphere at 100° C. for 17 hrs. TLC (EtOAc:PE=1:3) shows the reaction is complete. Filter off the solid, concentrate the filtrate. Purify by flash chromatography (silica gel, EtOAc:PE=3:7) to afford the title compound (350 mg, 55%). MS: (M+1): ... As a reaction SMILES: Br[C:2]1[CH:3]=[CH:4][C:5]([F:9])=[C:6]([CH:8]=1)[NH2:7].[CH:10]1(B(O)O)[CH2:12][CH2:11]1.C(=O)([O-])[O-].[Cs+].[Cs+].CCOC(C)=O>O1CCOCC1.O.C1C=CC([P]([Pd]([P](C2C=CC=CC=2)(C2C=CC=CC=2)C2C=CC=CC=2)([P](C2C=CC=CC=2)(C2C=CC=CC=2)C2C=CC=CC=2)[P](C2C=CC=CC=2)(C2C=CC=CC=2)C2C=CC=CC=2)(C2C=CC=CC=2)C2C=CC=CC=2)=CC=1>[CH:10]1([C:2]2[CH:3]=[CH:4][C:5]([F:9])=[C:6]([CH:8]=2)[NH2:7])[CH2:12][CH2:11]1 |f:2.3.4,^1:38,40,59,78|. Starting materials: BrC=1C=CC(=C(N)C1)F (5-bromo-2-fluoroaniline), C1(CC1)B(O)O (cyclopropylboronic acid), C([O-])([O-])=O.[Cs+].[Cs+] (cesium carbonate), CCOC(=O)C (EtOAc). Solvent: O1CCOCC1 (dioxane), O (water). The reagents and catalysts are C=1C=CC(=CC1)[P](C=2C=CC=CC2)(C=3C=CC=CC3)[Pd]([P](C=4C=CC=CC4)(C=5C=CC=CC5)C=6C=CC=CC6)([P](C=7C=CC=CC7)(C=8C=CC=CC8)C=9C=CC=CC9)[P](C=1C=CC=CC1)(C=1C=CC=CC1)C=1C=CC=CC1 (tetrakis(triphenylphosphine)palladium(0)). The yield is 54.3%. Starting materials: C1=CC=C(C=C1)C2=CC=CC=C2.C1=CC=C(C=C1)OC2=CC=CC=C2 (Dowtherm A), FC=1C=C(C=NC1)NC=C1C(OC(OC1=O)(C)C)=O (5-(((5-fluoropyridin-3-yl)amino)methylene)-2,2-dimethyl-1,3-dioxane-4,6-dione), CCOC(=O)C (EtOAc). Solvent: petroleum ether, C(C)OCC (diethyl ether). Conditions: time 7.5 minute. Yields the product FC1=CN=C2C(=CC=NC2=C1)O (7-fluoro-1,5-naphthyridin-4-ol). Reaction SMILES: C1C=CC(C2C=CC=CC=2)=CC=1.C1C=CC(OC2C=CC=CC=2)=CC=1.[F:26][C:27]1[CH:28]=[C:29]([NH:33][CH:34]=[C:35]2[C:40](=[O:41])OC(C)(C)OC2=O)[CH:30]=[N:31][CH:32]=1.CCOC(C)=O>C(OCC)C>[F:26][C:27]1[CH:28]=[C:29]2[C:30]([C:40]([OH:41])=[CH:35][CH:34]=[N:33]2)=[N:31][CH:32]=1 |f:0.1|. Reported procedure: To a stirred solution of Dowtherm A at 250° C., was added 5-(((5-fluoropyridin-3-yl)amino)methylene)-2,2-dimethyl-1,3-dioxane-4,6-dione (1 g, 0.003 mol) portionwise over a period of 10 minutes. The reaction was monitored by TLC (TLC eluent: 50% EtOAc in petroleum ether, uv active). After completion of reaction, the mixture was cooled to ambient temperature and treated with diethyl ether to obtain a grey precipitate. The precipitate was stirred for 5-10 minutes and filtered, washed with diethyl e... Starting materials: COC(CN)OC, CCOC(C)=O, CCOCC, CCOC(=O)C(=O)Nc1cc(C(=O)OC)ccc1Cl. Yields the product COC(=O)c1ccc(Cl)c(NC(=O)C(=O)NCC(OC)OC)c1. RXN SMILES: [CH3:20][O:21][CH:22]([CH2:23][NH2:24])[O:25][CH3:26].[CH3:27][CH2:28][O:29][C:30](=[O:31])[CH3:32].[CH3:33][CH2:34][O:35][CH2:36][CH3:37].[Cl:1][c:2]1[c:3]([NH:12][C:13]([C:14]([O:16][CH2:15][CH3:17])=[O:18])=[O:19])[cH:4][c:5]([C:6](=[O:7])[O:8][CH3:9])[cH:10][cH:11]1>>[Cl:1][c:2]1[c:3]([NH:12][C:13]([C:14](=[O:16])[NH:24][CH2:23][CH:22]([O:21][CH3:20])[O:25][CH3:26])=[O:19])[cH:4][c:5]([C:6](=[O:7])[O:8][CH3:9])[cH:10][cH:11]1. The reactants are C1(CCCC1)NC(=O)NC(CC1=CC=C(C=C1)O)(C1=CC(=CC=C1)OC(F)(F)F)C1=CC(=CC=C1)OC(F)(F)F (1-cyclopentyl-3-(2-(4-hydroxyphenyl)-1,1-bis(3-(trifluoromethoxy)phenyl)ethyl)urea), CCOC(=O)/N=N/C(=O)OCC (diethylazodicarboxylate), C1(=CC=CC=C1)P(C1=CC=CC=C1)C1=CC=CC=C1 (triphenylphosphine), OCCCCCC(=O)OCC (ethyl 6-hydroxyhexanoate). Solvent: C1CCOC1 (THF). Reaction conditions: time 8 hour. The product is C1(CCCC1)NC(NC(CC1=CC=C(OCCCCCC(=O)OCC)C=C1)(C1=CC(=CC=C1)OC(F)(F)F)C1=CC(=CC=C1)OC(F)(F)F)=O (ethyl 6-(4-(2-(3-cyclopentylureido)-2,2-bis(3-(trifluoromethoxy)phenyl)ethyl)phenoxy)hexanoate). As a reaction SMILES: [CH:1]1([NH:6][C:7]([NH:9][C:10]([C:30]2[CH:35]=[CH:34][CH:33]=[C:32]([O:36][C:37]([F:40])([F:39])[F:38])[CH:31]=2)([C:19]2[CH:24]=[CH:23][CH:22]=[C:21]([O:25][C:26]([F:29])([F:28])[F:27])[CH:20]=2)[CH2:11][C:12]2[CH:17]=[CH:16][C:15]([OH:18])=[CH:14][CH:13]=2)=[O:8])[CH2:5][CH2:4][CH2:3][CH2:2]1.C1(P(C2C=CC=CC=2)C2C=CC=CC=2)C=CC=CC=1.O[CH2:61][CH2:62][CH2:63][CH2:64][CH2:65][C:66]([O:68][CH2:69][CH3:70])=[O:67].CCOC(/N=N/C(OCC)=O)=O>C1COCC1>[CH:1]1([NH:6][C:7](=[O:8])[NH:9][C:10]([C:19]2[CH:24]=[CH:23][CH:22]=[C:21]([O:25][C:26]([F:29])([F:28])[F:27])[CH:20]=2)([C:30]2[CH:35]=[CH:34][CH:33]=[C:32]([O:36][C:37]([F:38])([F:39])[F:40])[CH:31]=2)[CH2:11][C:12]2[CH:17]=[CH:16][C:15]([O:18][CH2:61][CH2:62][CH2:63][CH2:64][CH2:65][C:66]([O:68][CH2:69][CH3:70])=[O:67])=[CH:14][CH:13]=2)[CH2:2][CH2:3][CH2:4][CH2:5]1. Procedure details: To an oven-dried 3-necked 10 mL round-bottom flask under nitrogen was added 1-cyclopentyl-3-(2-(4-hydroxyphenyl)-1,1-bis(3-(trifluoromethoxy)phenyl)ethyl)urea, prepared as described in Procedure 11, 6, 2 and 59, (50 mg, 0.1 mmol), triphenylphosphine (34 mg, 0.1 mmol), ethyl 6-hydroxyhexanoate (17 mg, 0.1 mmol) and dry THF (0.5 mL). The reaction mixture was cooled in an ice-methanol bath and diethylazodicarboxylate (23 mg, 0.13 mmol) was added via syringe. The reaction was allowed to warm to rt a... Starting materials: ClCC(=O)NCC1CN2C(CC2O1)=O ((3RS,5RS)-3-(N-Chloroacetylaminomethyl)-4-oxa-1-azabicyclo[3.2.0]heptan-7-one), [N-]=[N+]=[N-].[Na+] (Sodium azide). Solvent: CS(=O)C (Dimethyl sulfoxide), C(C)(=O)OCC (Ethyl acetate). Yields the product N(=[N+]=[N-])CC(=O)NCC1CN2C(CC2O1)=O ((3RS,5RS)-3-[N-(Azidoacetyl)aminomethyl]-4-oxa-1-azabicyclo[3.2.0]heptan-7-one). The yield is 89.0%. As a reaction SMILES: Cl[CH2:2][C:3]([NH:5][CH2:6][CH:7]1[O:13][CH:12]2[N:9]([C:10](=[O:14])[CH2:11]2)[CH2:8]1)=[O:4].[N-:15]=[N+:16]=[N-:17].[Na+]>CS(C)=O.C(OCC)(=O)C>[N:15]([CH2:2][C:3]([NH:5][CH2:6][CH:7]1[O:13][CH:12]2[N:9]([C:10](=[O:14])[CH2:11]2)[CH2:8]1)=[O:4])=[N+:16]=[N-:17] |f:1.2|. Reported procedure: (3RS,5RS)-3-(N-Chloroacetylaminomethyl)-4-oxa-1-azabicyclo[3.2.0]heptan-7-one(500 mg), of example 8, and Sodium azide(297 mg) were stirred in Dimethyl sulfoxide(10 ml) at room temperature for 14 hrs. The reaction mixture was diluted with Ethyl acetate, washed with water, brine and dried over Magnesium sulfate. The residue, which obtained after removal of solvent in vacuo, was purified by silicagel column chromatography (Hexane+Ethyl acetate 1:2). The title compound was obtained as oil.